From a dataset of the Open Reaction Database (ORD), a public repository of structured organic reaction records. describe an organic reaction: reactants, conditions, products, and yield Starting materials: Cn1cc(B2OC(C)(C)C(C)(C)O2)cn1, COCCOC, Nc1ccc(Oc2ccnc(Cl)c2)c(Cl)c1, [K+], [K+], O=C([O-])[O-], c1ccc(P(c2ccccc2)(c2ccccc2)[Pd](P(c2ccccc2)(c2ccccc2)c2ccccc2)(P(c2ccccc2)(c2ccccc2)c2ccccc2)P(c2ccccc2)(c2ccccc2)c2ccccc2)cc1. Yields the product Cn1cc(-c2cc(Oc3ccc(N)cc3Cl)ccn2)cn1. As a reaction SMILES: [CH3:17][n:18]1[n:19][cH:20][c:21]([B:23]2[O:24][C:25]([CH3:26])([CH3:27])[C:28]([CH3:29])([CH3:30])[O:31]2)[cH:22]1.[CH3:38][O:39][CH2:40][CH2:41][O:42][CH3:43].[Cl:1][c:2]1[cH:3][c:4]([NH2:16])[cH:5][cH:6][c:7]1[O:8][c:9]1[cH:10][c:11]([Cl:15])[n:12][cH:13][cH:14]1.[K+:32].[K+:33].[O-:34][C:35]([O-:36])=[O:37].[cH:44]1[cH:45][cH:46][c:47]([P:48]([Pd:49]([P:50]([c:51]2[cH:52][cH:53][cH:54][cH:55][cH:56]2)([c:57]2[cH:58][cH:59][cH:60][cH:61][cH:62]2)[c:63]2[cH:64][cH:65][cH:66][cH:67][cH:68]2)([P:69]([c:70]2[cH:71][cH:72][cH:73][cH:74][cH:75]2)([c:76]2[cH:77][cH:78][cH:79][cH:80][cH:81]2)[c:82]2[cH:83][cH:84][cH:85][cH:86][cH:87]2)[P:88]([c:89]2[cH:90][cH:91][cH:92][cH:93][cH:94]2)([c:95]2[cH:96][cH:97][cH:98][cH:99][cH:100]2)[c:101]2[cH:102][cH:103][cH:104][cH:105][cH:106]2)([c:107]2[cH:108][cH:109][cH:110][cH:111][cH:112]2)[c:113]2[cH:114][cH:115][cH:116][cH:117][cH:118]2)[cH:119][cH:120]1>>[Cl:1][c:2]1[cH:3][c:4]([NH2:16])[cH:5][cH:6][c:7]1[O:8][c:9]1[cH:10][c:11](-[c:21]2[cH:20][n:19][n:18]([CH3:17])[cH:22]2)[n:12][cH:13][cH:14]1. Reactants: ClC1=C(C=CC=C1)N1CCN(CC1)C(=O)C=1NC2=CC=CC=C2C1C(C1=CC=CC=C1)C1=CC=CC=C1 (2-[4-(2-Chlorophenyl)piperazinylcarbonyl]-3-(diphenylmethyl)indole), Cl.N1(CCCC1)CCCl (2-pyrrolidinylethylchloride hydrochloride). Product: ClC1=C(C=CC=C1)N1CCN(CC1)C(=O)C=1N(C2=CC=CC=C2C1C(C1=CC=CC=C1)C1=CC=CC=C1)CCN1CCCC1 (2-[4-(2-Chlorophenyl)piperazinylcarbonyl]-3-(diphenylmethyl)-1-(2-pyrrolidinylethyl)indole). Isolated yield 53.8%. RXN SMILES: [Cl:1][C:2]1[CH:7]=[CH:6][CH:5]=[CH:4][C:3]=1[N:8]1[CH2:13][CH2:12][N:11]([C:14]([C:16]2[NH:17][C:18]3[C:23]([C:24]=2[CH:25]([C:32]2[CH:37]=[CH:36][CH:35]=[CH:34][CH:33]=2)[C:26]2[CH:31]=[CH:30][CH:29]=[CH:28][CH:27]=2)=[CH:22][CH:21]=[CH:20][CH:19]=3)=[O:15])[CH2:10][CH2:9]1.Cl.[N:39]1([CH2:44][CH2:45]Cl)[CH2:43][CH2:42][CH2:41][CH2:40]1>>[Cl:1][C:2]1[CH:7]=[CH:6][CH:5]=[CH:4][C:3]=1[N:8]1[CH2:13][CH2:12][N:11]([C:14]([C:16]2[N:17]([CH2:45][CH2:44][N:39]3[CH2:43][CH2:42][CH2:41][CH2:40]3)[C:18]3[C:23]([C:24]=2[CH:25]([C:26]2[CH:27]=[CH:28][CH:29]=[CH:30][CH:31]=2)[C:32]2[CH:33]=[CH:34][CH:35]=[CH:36][CH:37]=2)=[CH:22][CH:21]=[CH:20][CH:19]=3)=[O:15])[CH2:10][CH2:9]1 |f:1.2|. Procedure details: Substantially the same procedure as in Example 89 was repeated using Compound 88 (0.95 g, 1.88 mmol) obtained in Example 88 and 2-pyrrolidinylethylchloride hydrochloride (335 mg, 1.97 mmol) to give 0.61 g (yield: 54%) of the title compound. Product: N1=CN=C2NC=NC2=C1SCC=1OC(C2=CC=CC=C2C1C1=C(C=CC=C1)F)=O (3-((9H-Purin-6-ylthio)methyl)-4-(2-fluorophenyl)-1H-isochromen-1-one). Procedure details: The title compound was made in a similar way as that of the compound of example 10, 3-(bromomethyl)-4-(2-fluorophenyl)-1H-isochromen-1-one (intermediate C2, 37 mg, 0.111 mmol), 9H-purine-6-thiol hydrate (18.90 mg, 0.111 mmol) and K2CO3 (15.35 mg, 0.111 mmol) to give the title compound (33 mg, 73.5%). RXN SMILES: [N:1]1[C:9]([S:10][CH2:11][C:12]2[O:13][C:14](=[O:28])[C:15]3[C:20]([C:21]=2[C:22]2[CH:27]=[CH:26][CH:25]=[CH:24][CH:23]=2)=[CH:19][CH:18]=[CH:17][CH:16]=3)=[C:8]2[C:4]([NH:5][CH:6]=[N:7]2)=[N:3][CH:2]=1.BrCC1OC(=O)C2C(C=1C1C=CC=CC=1[F:47])=CC=CC=2.O.N1C(S)=C2C(NC=N2)=NC=1.C([O-])([O-])=O.[K+].[K+]>>[N:1]1[C:9]([S:10][CH2:11][C:12]2[O:13][C:14](=[O:28])[C:15]3[C:20]([C:21]=2[C:22]2[CH:23]=[CH:24][CH:25]=[CH:26][C:27]=2[F:47])=[CH:19][CH:18]=[CH:17][CH:16]=3)=[C:8]2[C:4]([NH:5][CH:6]=[N:7]2)=[N:3][CH:2]=1 |f:2.3,4.5.6|. Starting materials: N1=CN=C2NC=NC2=C1SCC=1OC(C2=CC=CC=C2C1C1=CC=CC=C1)=O (3-((9H-Purin-6-ylthio)methyl)-4-phenyl-1H-isochromen-1-one), O.N1=CN=C2NC=NC2=C1S (9H-purine-6-thiol hydrate), C(=O)([O-])[O-].[K+].[K+] (K2CO3), BrCC=1OC(C2=CC=CC=C2C1C1=C(C=CC=C1)F)=O (3-(bromomethyl)-4-(2-fluorophenyl)-1H-isochromen-1-one), BrCC=1OC(C2=CC=CC=C2C1C1=C(C=CC=C1)F)=O (3-(bromomethyl)-4-(2-fluorophenyl)-1H-isochromen-1-one). Isolated yield 73.5%. The reactants are resultant mixture, O=C1C(=CNC(=C1)CO)OCC(=O)O (2 -(4-oxo-6-hydroxymethyl-1,4-dihydropyridin-3-yloxy)acetic acid), S(=O)(Cl)Cl (thionyl chloride), resultant mixture, CN(C=O)C (dimethylformamide), C([O-])(O)=O.[Na+] (sodium bicarbonate). The solvent is O (water). Reaction conditions: time 30 minute. Product: O=C1C(=CNC(=C1)CCl)OCC(=O)O (2-(4-oxo-6-chloromethyl-1,4-dihydropyridin-3-yloxy)acetic acid). Reaction SMILES: [O:1]=[C:2]1[CH:7]=[C:6]([CH2:8]O)[NH:5][CH:4]=[C:3]1[O:10][CH2:11][C:12]([OH:14])=[O:13].S(Cl)([Cl:17])=O.CN(C)C=O.C(=O)(O)[O-].[Na+]>O>[O:1]=[C:2]1[CH:7]=[C:6]([CH2:8][Cl:17])[NH:5][CH:4]=[C:3]1[O:10][CH2:11][C:12]([OH:14])=[O:13] |f:3.4|. Procedure: To crystals (10 g) of 2 -(4-oxo-6-hydroxymethyl-1,4-dihydropyridin-3-yloxy)acetic acid was added thionyl chloride (25 ml), and the mixture was stirred for 30 minutes. After cooling, dimethylformamide (125 ml) was added to the reaction mixture, and the resultant mixture was stirred for an hour. The resultant mixture was poured into cold water (750 ml) and the aqueous solution was adjusted to pH 3 with an aqueous sodium bicarbonate solution and then cooled with ice for 2 hours. Precipitated crysta... Starting materials: COc1cccnc1CSCCNC(=C[N+](=O)[O-])SC, CN, CCO. Product: CNC(=C[N+](=O)[O-])NCCSCc1ncccc1OC. Reaction SMILES: [CH3:1][S:2][C:3](=[CH:4][N+:5](=[O:6])[O-:7])[NH:8][CH2:9][CH2:10][S:11][CH2:12][c:13]1[n:14][cH:15][cH:16][cH:17][c:18]1[O:19][CH3:20].[CH3:21][NH2:22].[CH3:23][CH2:24][OH:25]>>[C:3](=[CH:4][N+:5](=[O:6])[O-:7])([NH:8][CH2:9][CH2:10][S:11][CH2:12][c:13]1[n:14][cH:15][cH:16][cH:17][c:18]1[O:19][CH3:20])[NH:22][CH3:21]. Product: Nc1ccc(Oc2cc(Cl)ncn2)cc1. Starting materials: CCO, [Cl-], O=[N+]([O-])c1ccc(Oc2cc(Cl)ncn2)cc1, [Fe], [NH4+]. RXN SMILES: [CH3:21][CH2:22][OH:23].[Cl-:18].[Cl:1][c:2]1[n:3][cH:4][n:5][c:6]([O:8][c:9]2[cH:10][cH:11][c:12]([N+:15]([O-:16])=[O:17])[cH:13][cH:14]2)[cH:7]1.[Fe:20].[NH4+:19]>>[Cl:1][c:2]1[n:3][cH:4][n:5][c:6]([O:8][c:9]2[cH:10][cH:11][c:12]([NH2:15])[cH:13][cH:14]2)[cH:7]1. Yield: 39.6%. The product is C(C)C=1C(=NC(=CC1C)C)OC (3-ethyl-2-methoxy-4,6-dimethylpyridine). Starting materials: COC1=NC(=CC(=C1C=C)C)C (2-methoxy-4,6-dimethyl-3-vinylpyridine). Procedure details: A mixture of the above 2-methoxy-4,6-dimethyl-3-vinylpyridine (0.66 g, 4.05 mmol), 5% palladium on charcoal and ethyl alcohol (10 mL) is stirred under an atmosphere of hydrogen for 4 hr. The catalyst is removed by filtration through a pad of Hi-Flo and the filtrate is concentrated. The residue is purified by chromatography eluting with dichloromethane. Product containing fractions are combined and concentrated to afford 3-ethyl-2-methoxy-4,6-dimethylpyridine (265 mg, 22.4% yield for two steps). ... Run in C(C)O (ethyl alcohol). Reagents/catalysts: [Pd] (palladium on charcoal). As a reaction SMILES: [CH3:1][O:2][C:3]1[C:8]([CH:9]=[CH2:10])=[C:7]([CH3:11])[CH:6]=[C:5]([CH3:12])[N:4]=1>[Pd].C(O)C>[CH2:9]([C:8]1[C:3]([O:2][CH3:1])=[N:4][C:5]([CH3:12])=[CH:6][C:7]=1[CH3:11])[CH3:10]. Reaction conditions: time 4 hour.